describe an organic reaction: reactants, conditions, products, and yield From a dataset of the Open Reaction Database (ORD), a public repository of structured organic reaction records. The reactants are NC=1C=CC(=C(C1)NC(C(F)(F)F)=O)C (N-(5-Amino-2-methyl-phenyl)-2,2,2-trifluoro-acetamide), Cl (HCl), N1=CC=CC=C1 (Pyridine), C(C)(=O)Cl (acetyl chloride). The solvent is CCCCCC.C(C)(=O)OCC (hexane ethyl acetate), C(Cl)Cl (DCM). Conditions: temperature 0 celsius, time 30 minute. Yields the product C(C)(=O)NC=1C=CC(=C(C1)NC(C(F)(F)F)=O)C (N-(5-Acetylamino-2-methyl-phenyl)-2,2,2-trifluoro-acetamide). As a reaction SMILES: [NH2:1][C:2]1[CH:3]=[CH:4][C:5]([CH3:15])=[C:6]([NH:8][C:9](=[O:14])[C:10]([F:13])([F:12])[F:11])[CH:7]=1.N1C=CC=CC=1.[C:22](Cl)(=[O:24])[CH3:23].Cl>CCCCCC.C(OCC)(=O)C.C(Cl)Cl>[C:22]([NH:1][C:2]1[CH:3]=[CH:4][C:5]([CH3:15])=[C:6]([NH:8][C:9](=[O:14])[C:10]([F:11])([F:12])[F:13])[CH:7]=1)(=[O:24])[CH3:23] |f:4.5|. Procedure details: N-(5-Amino-2-methyl-phenyl)-2,2,2-trifluoro-acetamide (3.27 gm 14.99 mmol) was taken up on anhydrous DCM (75 mL) and cooled to 0° C. Pyridine (3.56 g, 44.97 mmol, 3.64 mL) was added followed by a slow addition of acetyl chloride (1.18 g, 14.99 mol, 1.07 mL). The reaction was allowed to warm to room temp and stir for 30 min. The reaction mixture poured into 1N HCl and the aqueous layer was extracted three times with ethyl acetate. The combined organic layers were washed with saturated sodium bica... Product: CC12CCC3C(C(=O)CC4CC(=O)CCC43C)C1CCC2=O. Reactants: CCC[N+](CCC)(CCC)CCC, ClCCl, O=[Ru](=O)(=O)[O-], CC12CCC3C(C(=O)CC4CC(O)CCC43C)C1CCC2=O. As a reaction SMILES: [CH3:26][CH2:27][CH2:28][N+:29]([CH2:30][CH2:31][CH3:32])([CH2:33][CH2:34][CH3:35])[CH2:36][CH2:37][CH3:38].[Cl:23][CH2:24][Cl:25].[O:39]=[Ru:40](=[O:41])([O-:42])=[O:43].[OH:1][CH:2]1[CH2:3][CH:4]2[CH2:5][C:6](=[O:22])[CH:7]3[CH:8]4[CH2:9][CH2:10][C:11](=[O:21])[C:12]4([CH3:13])[CH2:14][CH2:15][CH:16]3[C:17]2([CH3:20])[CH2:18][CH2:19]1>>[O:1]=[C:2]1[CH2:3][CH:4]2[CH2:5][C:6](=[O:22])[CH:7]3[CH:8]4[CH2:9][CH2:10][C:11](=[O:21])[C:12]4([CH3:13])[CH2:14][CH2:15][CH:16]3[C:17]2([CH3:20])[CH2:18][CH2:19]1.